From a dataset of the Open Reaction Database (ORD), a public repository of structured organic reaction records. describe an organic reaction: reactants, conditions, products, and yield Starting materials: C(C1=CC=CC=C1)N1C=CC2=C1N=C(N=C2OC2=C(C=C(C#N)C=C2C)C)NC2=CC=C(C=C2)C#N (4-[7-benzyl-2-(4-cyano-phenylamino)-7H-pyrrolo[2,3-d]pyrimidin-4-yloxy]-3,5-dimethyl-benzonitrile), [Cl-].[Al+3].[Cl-].[Cl-] (aluminum chloride), ice water. Solvent: ClC1=C(C=CC=C1)Cl (1,2-dichlorobenzene). Reaction conditions: temperature 160 celsius, time 45 minute. The product is C(#N)C1=CC=C(C=C1)NC=1N=C(C2=C(N1)NC=C2)OC2=C(C=C(C#N)C=C2C)C (4-[2-(4-cyano-phenylamino)-7H-pyrrolo[2,3-d]pyrimidin-4-yloxy]-3,5-dimethyl-benzonitrile). Isolated yield 26.3%. As a reaction SMILES: C([N:8]1[C:12]2[N:13]=[C:14]([NH:28][C:29]3[CH:34]=[CH:33][C:32]([C:35]#[N:36])=[CH:31][CH:30]=3)[N:15]=[C:16]([O:17][C:18]3[C:25]([CH3:26])=[CH:24][C:21]([C:22]#[N:23])=[CH:20][C:19]=3[CH3:27])[C:11]=2[CH:10]=[CH:9]1)C1C=CC=CC=1.[Cl-].[Al+3].[Cl-].[Cl-]>ClC1C=CC=CC=1Cl>[C:35]([C:32]1[CH:33]=[CH:34][C:29]([NH:28][C:14]2[N:15]=[C:16]([O:17][C:18]3[C:19]([CH3:27])=[CH:20][C:21]([C:22]#[N:23])=[CH:24][C:25]=3[CH3:26])[C:11]3[CH:10]=[CH:9][NH:8][C:12]=3[N:13]=2)=[CH:30][CH:31]=1)#[N:36] |f:1.2.3.4|. Procedure details: To a solution of 4-[7-benzyl-2-(4-cyano-phenylamino)-7H-pyrrolo[2,3-d]pyrimidin-4-yloxy]-3,5-dimethyl-benzonitrile (28 mg, 0.060 mmol) in 1,2-dichlorobenzene (1 mL) was added aluminum chloride (40 mg, 0.30 mmol). The reaction mixture was stirred at 160° C. for 45 min and cooled to room temperature. The mixture was poured into ice water and extracted with CH2Cl2 (2×10 mL). The combined organic solution was washed with brine (10 mL), dried with Na2SO4, and concentrated to dryness. Silica gel chrom... Starting materials: CCOC(C)=O, CC(NC(=O)c1ccc(N2CC=CCO2)c(Cl)c1)c1nc2cc(Cl)ccc2[nH]1, [Pd]. The product is CC(NC(=O)c1ccc(N2CCCCO2)c(Cl)c1)c1nc2cc(Cl)ccc2[nH]1. As a reaction SMILES: [CH3:29][CH2:30][O:31][C:32](=[O:33])[CH3:34].[Cl:1][c:2]1[cH:3][c:4]([C:5](=[O:6])[NH:7][CH:8]([CH3:9])[c:10]2[n:11][c:12]3[c:13]([nH:14]2)[cH:15][cH:16][c:17]([Cl:19])[cH:18]3)[cH:20][cH:21][c:22]1[N:23]1[O:24][CH2:25][CH:26]=[CH:27][CH2:28]1.[Pd:35]>>[Cl:1][c:2]1[cH:3][c:4]([C:5](=[O:6])[NH:7][CH:8]([CH3:9])[c:10]2[n:11][c:12]3[c:13]([nH:14]2)[cH:15][cH:16][c:17]([Cl:19])[cH:18]3)[cH:20][cH:21][c:22]1[N:23]1[O:24][CH2:25][CH2:26][CH2:27][CH2:28]1. The reactants are CN1CCN(c2ccc(-c3n[nH]c4cc(C=O)ccc34)cn2)CC1, O=C1Nc2ccccc2C1=Cc1ccc2cn[nH]c2c1. The product is O=C1Cc2ccccc2N1. Reaction SMILES: [CH3:21][N:22]1[CH2:23][CH2:24][N:25]([c:26]2[n:27][cH:28][c:29](-[c:30]3[c:31]4[c:32]([cH:33][c:34]([CH:35]=[O:36])[cH:37][cH:38]4)[nH:39][n:40]3)[cH:41][cH:42]2)[CH2:43][CH2:44]1.[nH:1]1[c:2]2[c:3]([cH:4][cH:5][c:6]([CH:7]=[C:11]3[C:12](=[O:20])[NH:13][c:14]4[cH:15][cH:16][cH:17][cH:18][c:19]43)[cH:8]2)[cH:9][n:10]1>>[CH2:11]1[C:12](=[O:20])[NH:13][c:14]2[cH:15][cH:16][cH:17][cH:18][c:19]21. Starting materials: CCO, CCCCCc1nc(N)sc1Cc1ccc([N+](=O)[O-])cc1. Product: CCCCCc1nc(N)sc1Cc1ccc(N)cc1. As a reaction SMILES: [CH3:22][CH2:23][OH:24].[NH2:1][c:2]1[s:3][c:4]([CH2:12][c:13]2[cH:14][cH:15][c:16]([N+:19]([O-:20])=[O:21])[cH:17][cH:18]2)[c:5]([CH2:7][CH2:8][CH2:9][CH2:10][CH3:11])[n:6]1>>[NH2:1][c:2]1[s:3][c:4]([CH2:12][c:13]2[cH:14][cH:15][c:16]([NH2:19])[cH:17][cH:18]2)[c:5]([CH2:7][CH2:8][CH2:9][CH2:10][CH3:11])[n:6]1.